Dataset: the Open Reaction Database (ORD), a public repository of structured organic reaction records. Task: describe an organic reaction: reactants, conditions, products, and yield Reactants: N1C=CC2=CC=CC(=C12)C(=O)OC (methyl indole-7-carboxylate), CN(C=O)C (dimethylformamide), [Cl-].O[NH3+] (hydroxylammonium chloride), CN(C=O)C (dimethylformamide), P(=O)(Cl)(Cl)Cl (phosphoryl chloride), CN(C=O)C (dimethylformamide), O (water). Reaction conditions: temperature 120 celsius, time 1 hour. Product: C(#N)C1=CNC2=C(C=CC=C12)C(=O)OC (methyl 3-cyanoindole-7-carboxylate). RXN SMILES: P(Cl)(Cl)(Cl)=O.[NH:6]1[C:14]2[C:9](=[CH:10][CH:11]=[CH:12][C:13]=2[C:15]([O:17][CH3:18])=[O:16])[CH:8]=[CH:7]1.[Cl-].O[NH3+].O.[CH3:23][N:24](C)C=O>>[C:23]([C:8]1[C:9]2[C:14](=[C:13]([C:15]([O:17][CH3:18])=[O:16])[CH:12]=[CH:11][CH:10]=2)[NH:6][CH:7]=1)#[N:24] |f:2.3|. Procedure details: 9.1 g of phosphoryl chloride are added to 30 ml of dimethylformamide with ice cooling at a reaction temperature of 20-30°. A solution of 8 g of methyl indole-7-carboxylate in dimethylformamide is added dropwise, during which the temperature rises to 40°. After one hour at 125°, the solution is added dropwise while still hot to a solution of 6.3 g of hydroxylammonium chloride in 40 ml of dimethylformamide, and the mixture is stirred at 120° C. for a further 15 minutes. The mixture is poured into ... Starting materials: solution, C(CCC)[Li] (n-butyllithium), B(OC(C)C)(OC(C)C)OC(C)C ((iPrO)3B), BrC1=C2C=CN(C2=CC=C1)C (4-bromo-1-methyl-1H-indole), P(O)(O)(O)=O (phosphoric acid). The solvent is CCCCC (pentane), C1CCOC1 (THF). Run at time 30 minute. Product: CN1C=CC=2C(=CC=CC12)B(O)O (1-methyl-1H-indole-4-boronic acid). Reaction SMILES: Br[C:2]1[CH:10]=[CH:9][CH:8]=[C:7]2[C:3]=1[CH:4]=[CH:5][N:6]2[CH3:11].C([Li])CCC.[B:17](OC(C)C)([O:22]C(C)C)[O:18]C(C)C.P(=O)(O)(O)O>C1COCC1.CCCCC>[CH3:11][N:6]1[C:7]2[CH:8]=[CH:9][CH:10]=[C:2]([B:17]([OH:22])[OH:18])[C:3]=2[CH:4]=[CH:5]1. Reported procedure: A solution of Intermediate 51 (4.90 g) in anhydrous THF (30 ml) was cooled to −78° C. under argon atmosphere, then added dropwise with 1.62 M solution of n-butyllithium in pentane (28.8 ml) over 30 minutes and stirred for 30 minutes. The mixture was added dropwise with (iPrO)3B (10.77 ml) over 10 minutes, stirred for 1 hour, then warmed to room temperature and further stirred for 2.5 hours. The reaction mixture was poured into 1.2 N aqueous phosphoric acid (250 ml) added with ice, and extracted ... The reactants are C(CCC)C(CCCCCC(=O)O)(C(=O)O)CCCC (dibutyl 1,6-dicarboxy-hexane), mono-esterified butyl 1,6-dicarboxy-hexane, C(CCC)C(CCCCCC(=O)O)(C(=O)O)CCCC (dibutyl 1,6-dicarboxy-hexane), [OH-].[Na+] (sodium hydroxide). The product is C(CCC)C(CCCCCC(=O)O)C(=O)O (butyl 1,6-dicarboxy-hexane). As a reaction SMILES: [CH2:1]([C:5](CCCC)([C:14]([OH:16])=[O:15])[CH2:6][CH2:7][CH2:8][CH2:9][CH2:10][C:11]([OH:13])=[O:12])[CH2:2][CH2:3][CH3:4].[OH-].[Na+]>>[CH2:1]([CH:5]([C:14]([OH:16])=[O:15])[CH2:6][CH2:7][CH2:8][CH2:9][CH2:10][C:11]([OH:13])=[O:12])[CH2:2][CH2:3][CH3:4] |f:1.2|. Procedure details: The above chiral salt, an organic solvent, an alkaline aqueous medium, and dibutyl 1,6-dicarboxy-hexane are mixed in a vessel. 1.0 equivalents (based upon the moles and equivalents of dibutyl 1,6-dicarboxy-hexane) of alkalizing agent, such as sodium hydroxide, is added, optionally with heating. The hydrolysis is allowed to proceed to completion. The mono-esterified butyl 1,6-dicarboxy-hexane is contained within the aqueous phase. The phases are separated. The aqueous phase is acidified with dilu... Starting materials: C(C)(C)(C)OC(NC=1COCC(N1)(C)C1=CC(=CC=C1)NC(=O)C1=NC=C(C=C1)Br)=O ((5-{3-[(5-bromo-pyridine-2-carbonyl)-amino]-phenyl}-5-methyl-5,6-dihydro-2H-[1,4]oxazin-3-yl)-carbamic acid tert-butyl ester), Cl (HCl), O1CCOCC1 (dioxane). Run in ClCCl (dichloromethane). Reaction conditions: temperature 40 celsius. The product is Cl.NC1=NC(COC1)(C)C=1C=C(C=CC1)NC(=O)C1=NC=C(C=C1)Br (5-Bromo-pyridine-2-carboxylic acid [3-(5-amino-3-methyl-3,6-dihydro-2H-[1,4]oxazin-3-yl)-phenyl]-amide hydrochloride). RXN SMILES: C(OC(=O)[NH:7][C:8]1[CH2:9][O:10][CH2:11][C:12]([C:15]2[CH:20]=[CH:19][CH:18]=[C:17]([NH:21][C:22]([C:24]3[CH:29]=[CH:28][C:27]([Br:30])=[CH:26][N:25]=3)=[O:23])[CH:16]=2)([CH3:14])[N:13]=1)(C)(C)C.[ClH:32].O1CCOCC1>ClCCl>[ClH:32].[NH2:7][C:8]1[CH2:9][O:10][CH2:11][C:12]([C:15]2[CH:16]=[C:17]([NH:21][C:22]([C:24]3[CH:29]=[CH:28][C:27]([Br:30])=[CH:26][N:25]=3)=[O:23])[CH:18]=[CH:19][CH:20]=2)([CH3:14])[N:13]=1 |f:4.5|. Reported procedure: A solution of (5-{3-[(5-bromo-pyridine-2-carbonyl)-amino]-phenyl}-5-methyl-5,6-dihydro-2H-[1,4]oxazin-3-yl)-carbamic acid tert-butyl ester (44.4 mg, 0.1 mmol) in dichloromethane was treated with 4M HCl in dioxane (40 eq). The mixture was warmed to 40° C. for 10 h and then evaporated under reduced pressure to yield the title compound (hydrochloride salt) in the form of a colourless solid. 1H-NMR (500 MHz, DMSO-d6): 10.70 (s, 1H), 10.62 (s, 1H), 9.14 (s, 1H), 8.87 (d, 1H), 8.52 (s, 1H), 8.34 (dd, ...